From a dataset of the Open Reaction Database (ORD), a public repository of structured organic reaction records. describe an organic reaction: reactants, conditions, products, and yield Product: O=C(O)C(CCCc1ccccc1)C(F)C(=O)N1CCOCC1. Starting materials: COC(=O)C(CCCc1ccccc1)C(F)C(=O)N1CCOCC1, O=C(O)C(CCCc1ccccc1)C(O)C(=O)N1CCOCC1. As a reaction SMILES: [CH3:24][O:25][C:26]([CH:27]([CH2:28][CH2:29][CH2:30][c:31]1[cH:32][cH:33][cH:34][cH:35][cH:36]1)[CH:37]([C:38](=[O:39])[N:40]1[CH2:41][CH2:42][O:43][CH2:44][CH2:45]1)[F:46])=[O:47].[OH:1][CH:2]([CH:3]([CH2:4][CH2:5][CH2:6][c:7]1[cH:8][cH:9][cH:10][cH:11][cH:12]1)[C:13]([OH:14])=[O:15])[C:16]([N:17]1[CH2:18][CH2:19][O:20][CH2:21][CH2:22]1)=[O:23]>>[O:25]=[C:26]([CH:27]([CH2:28][CH2:29][CH2:30][c:31]1[cH:32][cH:33][cH:34][cH:35][cH:36]1)[CH:37]([C:38](=[O:39])[N:40]1[CH2:41][CH2:42][O:43][CH2:44][CH2:45]1)[F:46])[OH:47]. Starting materials: Br, O=C(NC1C(=O)Nc2ccccc2SC1c1ccccc1)OCc1ccccc1, CC(=O)O. The product is Br, NC1C(=O)Nc2ccccc2SC1c1ccccc1. RXN SMILES: [BrH:30].[CH2:1]([O:2][C:3](=[O:4])[NH:11][CH:12]1[CH:13]([c:24]2[cH:25][cH:26][cH:27][cH:28][cH:29]2)[S:14][c:15]2[c:16]([cH:20][cH:21][cH:22][cH:23]2)[NH:17][C:18]1=[O:19])[c:5]1[cH:6][cH:7][cH:8][cH:9][cH:10]1.[CH3:31][C:32](=[O:33])[OH:34]>>[BrH:30].[NH2:11][CH:12]1[CH:13]([c:24]2[cH:25][cH:26][cH:27][cH:28][cH:29]2)[S:14][c:15]2[c:16]([cH:20][cH:21][cH:22][cH:23]2)[NH:17][C:18]1=[O:19]. Starting materials: CC(C)(C)OC(=O)N1CC(Br)C2OCC(O)C21, Cl, C1COCCO1. The product is OC1COC2C(Br)CNC12, Cl. Reaction SMILES: [Br:1][CH:2]1[CH:3]2[CH:4]([N:5]([C:7]([O:8][C:9]([CH3:10])([CH3:11])[CH3:12])=[O:13])[CH2:6]1)[CH:14]([OH:17])[CH2:15][O:16]2.[ClH:18].[O:19]1[CH2:20][CH2:21][O:22][CH2:23][CH2:24]1>>[Br:1][CH:2]1[CH:3]2[CH:4]([NH:5][CH2:6]1)[CH:14]([OH:17])[CH2:15][O:16]2.[ClH:18].